This data is from the Open Reaction Database (ORD), a public repository of structured organic reaction records. The task is: describe an organic reaction: reactants, conditions, products, and yield Reactants: N1C=NC(=C1)C1=C(OCCC2=C(C=C(C=C2)NC(C(C2CCOCC2)N)=O)Cl)C=CC=C1 (N-(4-(2-(2-(1H-imidazol-4-yl)phenoxy)ethyl)-3-chlorophenyl)-2-amino-2-(tetrahydro-2H-pyran-4-yl)acetamide), N1=CC=CC=C1 (pyridine), C(C)(=O)Cl (acetyl chloride). The solvent is ClCCl (dichloromethane). Conditions: time 16 hour. Product: N1C=NC(=C1)C1=C(OCCC2=C(C=C(C=C2)NC(C(C2CCOCC2)NC(C)=O)=O)Cl)C=CC=C1 (N-(4-(2-(2-(1H-imidazol-4-yl)phenoxy)ethyl)-3-chlorophenyl)-2-acetamido-2-(tetrahydro-2H-pyran-4-yl)acetamide). The yield is 61.4%. As a reaction SMILES: [NH:1]1[CH:5]=[C:4]([C:6]2[CH:32]=[CH:31][CH:30]=[CH:29][C:7]=2[O:8][CH2:9][CH2:10][C:11]2[CH:16]=[CH:15][C:14]([NH:17][C:18](=[O:27])[CH:19]([NH2:26])[CH:20]3[CH2:25][CH2:24][O:23][CH2:22][CH2:21]3)=[CH:13][C:12]=2[Cl:28])[N:3]=[CH:2]1.N1C=CC=CC=1.[C:39](Cl)(=[O:41])[CH3:40]>ClCCl>[NH:1]1[CH:5]=[C:4]([C:6]2[CH:32]=[CH:31][CH:30]=[CH:29][C:7]=2[O:8][CH2:9][CH2:10][C:11]2[CH:16]=[CH:15][C:14]([NH:17][C:18](=[O:27])[CH:19]([NH:26][C:39](=[O:41])[CH3:40])[CH:20]3[CH2:21][CH2:22][O:23][CH2:24][CH2:25]3)=[CH:13][C:12]=2[Cl:28])[N:3]=[CH:2]1. Reported procedure: To a solution of N-(4-(2-(2-(1H-imidazol-4-yl)phenoxy)ethyl)-3-chlorophenyl)-2-amino-2-(tetrahydro-2H-pyran-4-yl)acetamide (40 mg, 0.088 mmol) in dichloromethane (3 mL) was added pyridine (29 μL, 0.352 mmol) and acetyl chloride (29 μL, 0.264 mmol). The reaction was stirred at room temperature for 16 h. The solvent was removed under reduced pressure. The crude product was dissolved in methanol (4 mL) and refluxed for 2 h. The solution was concentrated and the residue was purified by flash column ... The reactants are O (water), CN1C(N(C(C=C1C)=O)C=1C(=CC2=C(NC(S2)=O)C1)F)=O (1,6-dimethyl-3-(6-fluoro-2-oxo-5-benzothiazolinyl)-2,4-(1H,3H)-pyrimidinedione), [H-].[Na+] (sodium hydride), ClCC(=O)N (chloroacetamide). Run in CN(C=O)C (dimethylformamide). Reaction conditions: temperature 50 celsius, time 6 hour. The product is C(N)(=O)CN1C(SC2=C1C=C(C(=C2)F)N2C(N(C(=CC2=O)C)C)=O)=O (3-(3-carbamoylmethyl-6-fluoro-2-oxo-5-benzothiazolinyl)-1,6-dimethyl-2,4(1H,3H)-pyrimidinedione). Reaction SMILES: [CH3:1][N:2]1[C:7]([CH3:8])=[CH:6][C:5](=[O:9])[N:4]([C:10]2[C:11]([F:20])=[CH:12][C:13]3[S:17][C:16](=[O:18])[NH:15][C:14]=3[CH:19]=2)[C:3]1=[O:21].[H-].[Na+].Cl[CH2:25][C:26]([NH2:28])=[O:27].O>CN(C)C=O>[C:26]([CH2:25][N:15]1[C:14]2[CH:19]=[C:10]([N:4]3[C:5](=[O:9])[CH:6]=[C:7]([CH3:8])[N:2]([CH3:1])[C:3]3=[O:21])[C:11]([F:20])=[CH:12][C:13]=2[S:17][C:16]1=[O:18])(=[O:27])[NH2:28] |f:1.2|. Procedure: 3.07 g of 1,6-dimethyl-3-(6-fluoro-2-oxo-5-benzothiazolinyl)-2,4(1H,3H)-pyrimidinedione (see Example 79) and 0.48 g of a 55% sodium hydride dispersion are stirred at 25° C. for 1 hour in 50 ml of absolute dimethylformamide. Subsequently, 1.02 g of chloroacetamide are added and the mixture is stirred at 50° C. for 6 hours. The reaction mixture is cooled and treated with 400 ml of water. The precipitated product is filtered off under suction, washed with water and the filter cake is suspended in 2... Reactants: CSC.B(F)(F)F (Boron trifluoride dimethyl sulfide), CN(CC(=O)O)C(C1=CC(=C(C(=C1)Cl)OC1=CC(=C(C(=C1)C(C)C)OC)Cl)Cl)=O (methyl-N-[3,5-dichloro-4-(3-chloro-5-isopropyl-4-methoxyphenoxy)benzoyl]glycine), ClCCl (dichloromethane). Run in O (water). Conditions: time 24 hour. The product is ClC=1C=C(C(=O)NCC(=O)O)C=C(C1OC1=CC(=C(C(=C1)C(C)C)O)Cl)Cl (N-[3,5-Dichloro-4-(3-chloro-4-hydroxy-5-isopropylphenoxy)benzoyl]glycine). Reaction SMILES: CSC.B(F)(F)F.C[N:9]([C:14](=[O:36])[C:15]1[CH:20]=[C:19]([Cl:21])[C:18]([O:22][C:23]2[CH:28]=[C:27]([CH:29]([CH3:31])[CH3:30])[C:26]([O:32]C)=[C:25]([Cl:34])[CH:24]=2)=[C:17]([Cl:35])[CH:16]=1)[CH2:10][C:11]([OH:13])=[O:12].ClCCl>O>[Cl:21][C:19]1[CH:20]=[C:15]([CH:16]=[C:17]([Cl:35])[C:18]=1[O:22][C:23]1[CH:28]=[C:27]([CH:29]([CH3:31])[CH3:30])[C:26]([OH:32])=[C:25]([Cl:34])[CH:24]=1)[C:14]([NH:9][CH2:10][C:11]([OH:13])=[O:12])=[O:36] |f:0.1|. Reported procedure: Boron trifluoride dimethyl sulfide (1.0 mL) was added at room temperature to a stirred solution of methyl-N-[3,5-dichloro-4-(3-chloro-5-isopropyl-4-methoxyphenoxy)benzoyl]glycine (90 mg) and dichloromethane (10 mL). The reaction mixture was stirred at room temperature for 24 hours, poured out in water and extracted with ethyl acetate (3×30 mL). The combined organic phases were washed with water (4×20 mL), concentrated and the resulting residue purified on column (silica gel, chloroform/methanol/... Reactants: O1C=C(C=C1)C1=NC=C(C=O)C=C1 (6-(Furan-3-yl)nicotinaldehyde), C(C)(C)[Mg]Cl (isopropylmagnesium chloride). Yields the product O1C=C(C=C1)C1=CC=C(C=N1)C(C(C)C)O (1-(6-(Furan-3-yl)pyridin-3-yl)-2-methylpropan-1-ol). As a reaction SMILES: [O:1]1[CH:5]=[CH:4][C:3]([C:6]2[CH:13]=[CH:12][C:9]([CH:10]=[O:11])=[CH:8][N:7]=2)=[CH:2]1.[CH:14]([Mg]Cl)([CH3:16])[CH3:15]>>[O:1]1[CH:5]=[CH:4][C:3]([C:6]2[N:7]=[CH:8][C:9]([CH:10]([OH:11])[CH:14]([CH3:16])[CH3:15])=[CH:12][CH:13]=2)=[CH:2]1. Procedure: Synthesized using compound 47b (160 mg, 0.92 mmol) and isopropylmagnesium chloride (0.92 mL, 1.85 mmol, 2 M in THF) according to Method D. Crude product was purified by flash chromatography on silica-gel using a mixture of hexane/ethyl acetate (3:1) as eluent. Yellow solid. Yield: 53 mg, 27%. MS (ESI): m/z=218.30 [M+H]+. Run in C(C)O (ethanol). Procedure: To a solution of 2-(19-tert-Butoxycarbonylnonadecanoylamino)pentanedioic acid 1-tert-butyl ester 5-(2,5-dioxopyrrolidin-1-yl)ester (2.50 g, (prepared similarly as described in WO 2005/012347) and [2-(2-{2-[2-(2-Aminoethoxy)ethoxy]acetylamino}ethoxy)ethoxy]acetic acid (1.47 g, alternative name: 8-amino-3,6-dioxaoctanoic acid dimer, IRIS Biotech GmbH, Cat. No. PEG1221) in ethanol (40 ml) was added DIPEA (1.26 ml). The mixture was stirred at room temperature over night and then concentrated in vacu... The reactants are O=C1N(C(CC1)=O)OC(CCC(C(=O)OC(C)(C)C)NC(CCCCCCCCCCCCCCCCCCC(=O)OC(C)(C)C)=O)=O (2-(19-tert-Butoxycarbonylnonadecanoylamino)pentanedioic acid 1-tert-butyl ester 5-(2,5-dioxopyrrolidin-1-yl)ester), CCN(C(C)C)C(C)C (DIPEA), NCCOCCOCC(=O)NCCOCCOCC(=O)O ([2-(2-{2-[2-(2-Aminoethoxy)ethoxy]acetylamino}ethoxy)ethoxy]acetic acid), NCCOCCOCC(=O)O (8-amino-3,6-dioxaoctanoic acid). The product is C(C)(C)(C)OC(CCCCCCCCCCCCCCCCCCC(N[C@@H](CCC(NCCOCCOCC(NCCOCCOCC(=O)O)=O)=O)C(=O)OC(C)(C)C)=O)=O (19-{(S)-1-tert-Butoxycarbonyl-3-[2-(2-{[2-(2-carboxymethoxy-ethoxy)-ethylcarbamoyl]-methoxy}-ethoxy)-ethylcarbamoyl]-propylcarbamoyl}-nonadecanoic acid tert-butyl ester). Reaction SMILES: O=C1CCC(=O)N1[O:8][C:9](=O)[CH2:10][CH2:11][CH:12]([NH:20][C:21](=[O:47])[CH2:22][CH2:23][CH2:24][CH2:25][CH2:26][CH2:27][CH2:28][CH2:29][CH2:30][CH2:31][CH2:32][CH2:33][CH2:34][CH2:35][CH2:36][CH2:37][CH2:38][CH2:39][C:40]([O:42][C:43]([CH3:46])([CH3:45])[CH3:44])=[O:41])[C:13]([O:15][C:16]([CH3:19])([CH3:18])[CH3:17])=[O:14].[NH2:49][CH2:50][CH2:51][O:52][CH2:53][CH2:54][O:55][CH2:56][C:57]([NH:59][CH2:60][CH2:61][O:62][CH2:63][CH2:64][O:65][CH2:66][C:67]([OH:69])=[O:68])=[O:58].NCCOCCOCC(O)=O.CCN(C(C)C)C(C)C>C(O)C>[C:43]([O:42][C:40](=[O:41])[CH2:39][CH2:38][CH2:37][CH2:36][CH2:35][CH2:34][CH2:33][CH2:32][CH2:31][CH2:30][CH2:29][CH2:28][CH2:27][CH2:26][CH2:25][CH2:24][CH2:23][CH2:22][C:21](=[O:47])[NH:20][C@H:12]([C:13]([O:15][C:16]([CH3:19])([CH3:18])[CH3:17])=[O:14])[CH2:11][CH2:10][C:9](=[O:8])[NH:49][CH2:50][CH2:51][O:52][CH2:53][CH2:54][O:55][CH2:56][C:57](=[O:58])[NH:59][CH2:60][CH2:61][O:62][CH2:63][CH2:64][O:65][CH2:66][C:67]([OH:69])=[O:68])([CH3:46])([CH3:44])[CH3:45]. The yield is 96.0%. Reactants: Cc1cc(N)nc(CCc2nc3cc(-c4cccc(OCc5ccccc5)c4)cnc3[nH]2)c1, CO, [Pd]. Yields the product Cc1cc(N)nc(CCc2nc3cc(-c4cccc(O)c4)cnc3[nH]2)c1. RXN SMILES: [CH2:1]([c:2]1[cH:3][cH:4][cH:5][cH:6][cH:7]1)[O:8][c:9]1[cH:10][c:11](-[c:15]2[cH:16][c:17]3[c:18]([n:19][cH:20]2)[nH:21][c:22]([CH2:24][CH2:25][c:26]2[cH:27][c:28]([CH3:33])[cH:29][c:30]([NH2:32])[n:31]2)[n:23]3)[cH:12][cH:13][cH:14]1.[CH3:34][OH:35].[Pd:36]>>[OH:8][c:9]1[cH:10][c:11](-[c:15]2[cH:16][c:17]3[c:18]([n:19][cH:20]2)[nH:21][c:22]([CH2:24][CH2:25][c:26]2[cH:27][c:28]([CH3:33])[cH:29][c:30]([NH2:32])[n:31]2)[n:23]3)[cH:12][cH:13][cH:14]1. The reactants are CC1=C(C(=O)OC)C=C(C(=C1)Br)S(=O)(=O)C (methyl 2-methyl-4-bromo-5-methylsulphonylbenzoate), NC(=N)N (guanidine). The solvent is CO (methanol). Yields the product NC(=NC(C1=C(C=C(C(=C1)S(=O)(=O)C)Br)C)=O)N (N-diaminomethylene-2-methyl-4-bromo-5-methylsulphonylbenzamide). As a reaction SMILES: [CH3:1][C:2]1[CH:11]=[C:10]([Br:12])[C:9]([S:13]([CH3:16])(=[O:15])=[O:14])=[CH:8][C:3]=1[C:4](OC)=[O:5].[NH2:17][C:18]([NH2:20])=[NH:19]>CO>[NH2:19][C:18]([NH2:20])=[N:17][C:4](=[O:5])[C:3]1[CH:8]=[C:9]([S:13]([CH3:16])(=[O:15])=[O:14])[C:10]([Br:12])=[CH:11][C:2]=1[CH3:1]. Reported procedure: A solution of 1.8 g of methyl 2-methyl-4-bromo-5-methylsulphonylbenzoate [obtainable in accordance with Ex. 1] and 1.5 g of guanidine in 50 ml of methanol is boiled for five hours, and the solvent is subsequently removed. The residue is treated with water and the remaining crystalline crop is filtered off with suction and treated with dil. sodium hydroxide solution. The solid residue is filtered off and recrystallized from ethanol, and N-diaminomethylene-2-methyl-4-bromo-5-methylsulphonylbenzami... Reactants: S(O)(O)(=O)=O (sulphuric acid), [Si](C)(C)(C(C)(C)C)OCC=1C=C(C=CC1CO[Si](C)(C)C(C)(C)C)C=CC=1C=C(C=CC1)CCCCCC(OC1OCCCC1)(C)C (2-[6-(3-{2-[3,4-bis-(tert-butyldimethylsilanyloxymethyl)phenyl]vinyl}phenyl)-1,1-dimethylhexyloxy]tetrahydropyran). The solvent is O (water), C1CCOC1 (THF). The product is OCC=1C=C(C=CC1CO)C=CC=1C=C(C=CC1)CCCCCC(C)(O)C (7-{3-[2-(3,4-bis-Hydroxymethylphenyl)vinyl]phenyl}-2-methylheptan-2-ol). RXN SMILES: S(=O)(=O)(O)O.[Si]([O:13][CH2:14][C:15]1[CH:16]=[C:17]([CH:30]=[CH:31][C:32]2[CH:33]=[C:34]([CH2:38][CH2:39][CH2:40][CH2:41][CH2:42][C:43]([CH3:52])([CH3:51])[O:44]C3CCCCO3)[CH:35]=[CH:36][CH:37]=2)[CH:18]=[CH:19][C:20]=1[CH2:21][O:22][Si](C(C)(C)C)(C)C)(C(C)(C)C)(C)C>C1COCC1.O>[OH:13][CH2:14][C:15]1[CH:16]=[C:17]([CH:30]=[CH:31][C:32]2[CH:33]=[C:34]([CH2:38][CH2:39][CH2:40][CH2:41][CH2:42][C:43]([CH3:52])([OH:44])[CH3:51])[CH:35]=[CH:36][CH:37]=2)[CH:18]=[CH:19][C:20]=1[CH2:21][OH:22]. Reported procedure: In a manner similar to Example 25(d), by reacting 0.56 ml of concentrated sulphuric acid with 2.30 g (3.37 mmol) of 2-[6-(3-{2-[3,4-bis-(tert-butyldimethylsilanyloxymethyl)phenyl]vinyl}phenyl)-1,1-dimethylhexyloxy]tetrahydropyran in 30 ml of THF and 10 ml of water, after purification on a silica column (ethyl acetate 80-heptane 20), white crystals (m=475 mg; Y=38%) are obtained. m.p.=93-5° C. Reactants: O=C(OO)c1cccc(Cl)c1, ClCCl, Cn1cc(SCF)c(=O)c2ccc(F)cc21. Product: Cn1cc(S(=O)CF)c(=O)c2ccc(F)cc21. RXN SMILES: [Cl:17][c:18]1[cH:19][cH:20][cH:21][c:22]([C:23]([O:24][OH:26])=[O:25])[cH:27]1.[Cl:28][CH2:29][Cl:30].[F:1][c:2]1[cH:3][cH:4][c:5]2[c:6](=[O:16])[c:7]([S:13][CH2:14][F:15])[cH:8][n:9]([CH3:12])[c:10]2[cH:11]1>>[F:1][c:2]1[cH:3][cH:4][c:5]2[c:6](=[O:16])[c:7]([S:13]([CH2:14][F:15])=[O:25])[cH:8][n:9]([CH3:12])[c:10]2[cH:11]1.